This data is from the Open Reaction Database (ORD), a public repository of structured organic reaction records. The task is: describe an organic reaction: reactants, conditions, products, and yield Starting materials: BrC=1C(=C(C(=NC1)N)[N+](=O)[O-])N1CCN(CC1)CC1=NOC(=C1)C (5-bromo-4-[4-(5-methyl-isoxazol-3-ylmethyl)-piperazin-1-yl]-3-nitro-pyridin-2-ylamine), CCO (EtOH), [O-]S(=O)S(=O)[O-].[Na+].[Na+] (Na2S2O4), N1(N=CC=C1)CC1=CC=C(C=O)C=C1 (4-pyrazol-1-ylmethyl-benzaldehyde). The solvent is C(C)OCC (diethyl ether). Conditions: temperature 80 celsius, time 20 hour. The product is BrC=1C(=C2C(=NC1)NC(=N2)C2=CC=C(C=C2)CN2N=CC=C2)N2CCN(CC2)CC2=NOC(=C2)C (6-Bromo-7-[4-(5-methyl-isoxazol-3-ylmethyl)-piperazin-1-yl]-2-(4-pyrazol-1-ylmethyl-phenyl)-3H-imidazo[4,5-b]pyridine). RXN SMILES: [Br:1][C:2]1[C:3]([N:12]2[CH2:17][CH2:16][N:15]([CH2:18][C:19]3[CH:23]=[C:22]([CH3:24])[O:21][N:20]=3)[CH2:14][CH2:13]2)=[C:4]([N+:9]([O-])=O)[C:5]([NH2:8])=[N:6][CH:7]=1.CCO.[N:28]1([CH2:33][C:34]2[CH:41]=[CH:40][C:37]([CH:38]=O)=[CH:36][CH:35]=2)[CH:32]=[CH:31][CH:30]=[N:29]1.[O-]S(S([O-])=O)=O.[Na+].[Na+]>C(OCC)C>[Br:1][C:2]1[C:3]([N:12]2[CH2:17][CH2:16][N:15]([CH2:18][C:19]3[CH:23]=[C:22]([CH3:24])[O:21][N:20]=3)[CH2:14][CH2:13]2)=[C:4]2[N:9]=[C:38]([C:37]3[CH:36]=[CH:35][C:34]([CH2:33][N:28]4[CH:32]=[CH:31][CH:30]=[N:29]4)=[CH:41][CH:40]=3)[NH:8][C:5]2=[N:6][CH:7]=1 |f:3.4.5|. Procedure details: To a mixture of 5-bromo-4-[4-(5-methyl-isoxazol-3-ylmethyl)-piperazin-1-yl]-3-nitro-pyridin-2-ylamine (0.040 g, 0.10 mmol) and EtOH (3.5 ml) was added 4-pyrazol-1-ylmethyl-benzaldehyde (0.024 g, 0.13 mmol) followed by a freshly prepared aqueous solution of Na2S2O4 (1M; 0.40 ml, 0.40 mmol). The reaction mixture was stirred at 80° C. for 20 h, then allowed to cool to room temperature and concentrated in vacuo. The resulting residue was absorbed on silica, and the free-running powder was placed on ... Starting materials: CC(=O)OI1(C=2C=CC=CC2C(=O)O1)(OC(=O)C)OC(=O)C (Dess-Martin periodinane), NC1=NC=NN2C1=C(C(=C2CN2CCOCC2)CO)C2=CC=C(C=C2)NC(=O)NC2=NC=CC(=C2)C(F)(F)F (N-{4-[4-amino-6-(hydroxymethyl)-7-(morpholin-4-ylmethyl)pyrrolo[2,1-f][1,2,4]triazin-5-yl]phenyl}-N′-[4-(trifluoromethyl)-pyridin-2-yl]urea). Solvent: CCOC(=O)C (EtOAc), CS(=O)C (DMSO). Conditions: time 1 hour. Yields the product NC1=NC=NN2C1=C(C(=C2CN2CCOCC2)C=O)C2=CC=C(C=C2)NC(=O)NC2=NC=CC(=C2)C(F)(F)F (N-{4-[4-amino-6-formyl-7-(morpholin-4-ylmethyl)pyrrolo[2,1-f][1,2,4]triazin-5-yl]phenyl}-N′-[4-(trifluoro-methyl)pyridin-2-yl]urea). Isolated yield 74.8%. Reaction SMILES: CC(OI1(OC(C)=O)(OC(C)=O)OC(=O)C2C=CC=CC1=2)=O.[NH2:23][C:24]1[C:29]2=[C:30]([C:42]3[CH:47]=[CH:46][C:45]([NH:48][C:49]([NH:51][C:52]4[CH:57]=[C:56]([C:58]([F:61])([F:60])[F:59])[CH:55]=[CH:54][N:53]=4)=[O:50])=[CH:44][CH:43]=3)[C:31]([CH2:40][OH:41])=[C:32]([CH2:33][N:34]3[CH2:39][CH2:38][O:37][CH2:36][CH2:35]3)[N:28]2[N:27]=[CH:26][N:25]=1>CS(C)=O.CCOC(C)=O>[NH2:23][C:24]1[C:29]2=[C:30]([C:42]3[CH:43]=[CH:44][C:45]([NH:48][C:49]([NH:51][C:52]4[CH:57]=[C:56]([C:58]([F:60])([F:61])[F:59])[CH:55]=[CH:54][N:53]=4)=[O:50])=[CH:46][CH:47]=3)[C:31]([CH:40]=[O:41])=[C:32]([CH2:33][N:34]3[CH2:39][CH2:38][O:37][CH2:36][CH2:35]3)[N:28]2[N:27]=[CH:26][N:25]=1. Procedure details: Dess-Martin periodinane (703.6 mg, 1.66 mmol) was added to a stirring solution of Example 62 (600 mg, 1.11 mmol) dissolved in DMSO (3 mL). After 1 hour HPLC indicated that the reaction was complete. The reaction was diluted with EtOAc (200 mL) washed with aq. Sodium thiosulfate solution (2M) (2×), and saturated NaHCO3 solution (2×). The organic layer was dried (Na2SO4) and concentrated to give a brown powder which was triturated with 10% Et2O/Hexanes to afford 450 mg (0.83 mmol, 75.3%) of the ti... Starting materials: O=C(O)CCc1ccc2c(c1)C1CCCC1C(=O)N2, O. Yields the product O=C1CCc2cc3c(cc21)NC(=O)C1CCCC31. Reaction SMILES: [C:1](=[O:2])([OH:3])[CH2:4][CH2:5][c:6]1[cH:7][c:8]2[c:13]([cH:14][cH:15]1)[NH:12][C:11](=[O:16])[CH:10]1[CH:9]2[CH2:19][CH2:18][CH2:17]1.[OH2:20]>>[C:1]1(=[O:2])[CH2:4][CH2:5][c:6]2[cH:7][c:8]3[c:13]([cH:14][c:15]21)[NH:12][C:11](=[O:16])[CH:10]1[CH:9]3[CH2:19][CH2:18][CH2:17]1. Reactants: CC(=CC=O)C (3-methyl-2-butenal), ClC1=CC=C(C=C1)[Mg]Br (4-chlorophenylmagnesium bromide), O (water). Reagents/catalysts: [Cu]Br (copper(I) bromide). Run in O1CCCC1 (tetrahydrofuran). Conditions: time 18 hour. Product: ClC1=CC=C(C=C1)C(CC=O)(C)C (3-(4-chlorophenyl)-3-methylbutyraldehyde). The yield is 38.6%. As a reaction SMILES: [Cl:1][C:2]1[CH:7]=[CH:6][C:5]([Mg]Br)=[CH:4][CH:3]=1.[CH3:10][C:11]([CH3:15])=[CH:12][CH:13]=[O:14].O>O1CCCC1.[Cu]Br>[Cl:1][C:2]1[CH:7]=[CH:6][C:5]([C:11]([CH3:15])([CH3:10])[CH2:12][CH:13]=[O:14])=[CH:4][CH:3]=1. Reported procedure: Under a nitrogen atmosphere, a stirred solution of 21.6 grams (0.10 mole) of 4-chlorophenylmagnesium bromide (1M in diethyl ether) in 100 mL of tetrahydrofuran is cooled to -15° C., and 0.7 grams (catalyst) of copper(I) bromide is added in one portion. Upon completion of addition, 9.7 mL (0.10 mole) of 3-methyl-2-butenal is added dropwise during a 1.5 hour period, while maintaining the reaction mixture temperature below -10° C. Upon completion of addition, the reaction mixture is allowed to warm... The yield is 96.0%. RXN SMILES: [CH2:1]1[C:9]2[C:4](=[CH:5][CH:6]=[CH:7][CH:8]=2)[CH2:3][CH:2]1[CH2:10][NH:11][C:12](=[O:15])[CH2:13][CH3:14].OS(O)(=O)=O.[N+:21]([O-])([OH:23])=[O:22].O>[N+](C)([O-])=O>[N+:21]([C:6]1[CH:5]=[C:4]2[C:9](=[CH:8][CH:7]=1)[CH2:1][CH:2]([CH2:10][NH:11][C:12](=[O:15])[CH2:13][CH3:14])[CH2:3]2)([O-:23])=[O:22]. Reaction conditions: temperature 5 celsius, time 45 minute. The product is [N+](=O)([O-])C=1C=C2CC(CC2=CC1)CNC(CC)=O (N-(5-Nitro-indan-2-ylmethyl)-propionamide). Solvent: [N+](=O)([O-])C (nitromethane). Reported procedure: N-Indan-2-ylmethyl-propionamide (4.00 g, 19.7 mmol) was dissolved in nitromethane (60 mL) and added to a mixture of concentrated H2SO4 (19 mL), concentrated nitric acid (1.4 mL) and water (3.2 mL) cooled to 5° C. After stirring for 45 min, the reaction solution was poured into water, extracted with ethyl acetate and the organic phase separated and dried over MgSO4. The filtered solution was concentrated to give a brown oil (4.67 g, 96%). Starting materials: OS(=O)(=O)O (H2SO4), [N+](=O)(O)[O-] (nitric acid), O (water), O (water), C1C(CC2=CC=CC=C12)CNC(CC)=O (N-Indan-2-ylmethyl-propionamide). Reactants: N#Cc1nn(Cc2ccccc2F)c2ncccc12, C[O-], CO, [Na+]. Product: COC(=N)c1nn(Cc2ccccc2F)c2ncccc12. RXN SMILES: [C:4](#[N:5])[c:6]1[n:7][n:8]([CH2:15][c:16]2[c:17]([F:22])[cH:18][cH:19][cH:20][cH:21]2)[c:9]2[n:10][cH:11][cH:12][cH:13][c:14]12.[CH3:1][O-:2].[CH3:23][OH:24].[Na+:3]>>[CH3:1][O:2][C:4](=[NH:5])[c:6]1[n:7][n:8]([CH2:15][c:16]2[c:17]([F:22])[cH:18][cH:19][cH:20][cH:21]2)[c:9]2[n:10][cH:11][cH:12][cH:13][c:14]12.